Task: describe an organic reaction: reactants, conditions, products, and yield. Dataset: the Open Reaction Database (ORD), a public repository of structured organic reaction records Starting materials: C1CCOC1, CCOC(C)=O, B1C2CCCC1CCC2, C=CCC1CC(c2cccc(C(F)(F)F)c2)N(c2ccc(Oc3ccc(Cl)cc3)cc2)C1=O, [Na+], [OH-], OO. The product is O=C1C(CCCO)CC(c2cccc(C(F)(F)F)c2)N1c1ccc(Oc2ccc(Cl)cc2)cc1. Reaction SMILES: [CH2:47]1[O:48][CH2:49][CH2:50][CH2:51]1.[CH3:52][CH2:53][O:54][C:55](=[O:56])[CH3:57].[CH:34]12[CH2:35][CH2:36][CH2:37][CH:38]([BH:39]1)[CH2:40][CH2:41][CH2:42]2.[Cl:1][c:2]1[cH:3][cH:4][c:5]([O:6][c:7]2[cH:8][cH:9][c:10]([N:13]3[C:14](=[O:31])[CH:15]([CH2:28][CH:29]=[CH2:30])[CH2:16][CH:17]3[c:18]3[cH:19][c:20]([C:24]([F:25])([F:26])[F:27])[cH:21][cH:22][cH:23]3)[cH:11][cH:12]2)[cH:32][cH:33]1.[Na+:44].[OH-:43].[OH:45][OH:46]>>[Cl:1][c:2]1[cH:3][cH:4][c:5]([O:6][c:7]2[cH:8][cH:9][c:10]([N:13]3[C:14](=[O:31])[CH:15]([CH2:28][CH2:29][CH2:30][OH:43])[CH2:16][CH:17]3[c:18]3[cH:19][c:20]([C:24]([F:25])([F:26])[F:27])[cH:21][cH:22][cH:23]3)[cH:11][cH:12]2)[cH:32][cH:33]1. Reactants: CC(=O)C1=C([Ru]C2=CC=CC2)CC=C1, CO, [H][H]. The product is CCC1=C([Ru]C2=CC=CC2)CC=C1. As a reaction SMILES: [C:1]([CH3:2])(=[O:3])[C:4]1=[C:5]([Ru:9][C:10]2=[CH:11][CH:12]=[CH:13][CH2:14]2)[CH2:6][CH:7]=[CH:8]1.[CH3:17][OH:18].[H:15][H:16]>>[CH2:1]([CH3:2])[C:4]1=[C:5]([Ru:9][C:10]2=[CH:11][CH:12]=[CH:13][CH2:14]2)[CH2:6][CH:7]=[CH:8]1. The reactants are C(C1=CC=CC=C1)OC=1C=CC2=C(C(=C(O2)C(C(C)C)NC=2C=CC(=NC2)C(=O)N(CCC(=O)OCC)C)C)C1 (Ethyl 3-[{[5-({1-[5-(benzyloxy)-3-methyl-1-benzofuran-2-yl]-2-methylpropyl}amino)pyridin-2-yl]carbonyl}(methyl)amino]propanoate), C(C1=CC=CC=C1)OC=1C=CC2=C(C(=C(O2)C(C(C)C)NC=2C=CC(=NC2)C(=O)N(CCC(=O)OCC)C)C)C1 (ethyl 3-[{[5-({1-[5-(benzyloxy)-3-methyl-1-benzofuran-2-yl]-2-methylpropyl}amino)pyridin-2-yl]carbonyl}(methyl)amino]propanoate), [OH-].[Na+] (sodium hydroxide). Solvent: C(C)O (ethanol). Conditions: time 0.5 hour. The product is C(C1=CC=CC=C1)OC=1C=CC2=C(C(=C(O2)C(C(C)C)NC=2C=CC(=NC2)C(=O)N(CCC(=O)O)C)C)C1 (3-[{[5-({1-[5-(benzyloxy)-3-methyl-1-benzofuran-2-yl]-2-methylpropyl}amino)pyridin-2-yl]carbonyl}(methyl)amino]propanoic acid). RXN SMILES: [CH2:1]([O:8][C:9]1[CH:10]=[CH:11][C:12]2[O:16][C:15]([CH:17]([NH:21][C:22]3[CH:23]=[CH:24][C:25]([C:28]([N:30]([CH3:38])[CH2:31][CH2:32][C:33]([O:35]CC)=[O:34])=[O:29])=[N:26][CH:27]=3)[CH:18]([CH3:20])[CH3:19])=[C:14]([CH3:39])[C:13]=2[CH:40]=1)[C:2]1[CH:7]=[CH:6][CH:5]=[CH:4][CH:3]=1.[OH-].[Na+]>C(O)C>[CH2:1]([O:8][C:9]1[CH:10]=[CH:11][C:12]2[O:16][C:15]([CH:17]([NH:21][C:22]3[CH:23]=[CH:24][C:25]([C:28]([N:30]([CH3:38])[CH2:31][CH2:32][C:33]([OH:35])=[O:34])=[O:29])=[N:26][CH:27]=3)[CH:18]([CH3:19])[CH3:20])=[C:14]([CH3:39])[C:13]=2[CH:40]=1)[C:2]1[CH:3]=[CH:4][CH:5]=[CH:6][CH:7]=1 |f:1.2|. Procedure: Ethyl 3-[{[5-({1-[5-(benzyloxy)-3-methyl-1-benzofuran-2-yl]-2-methylpropyl}amino)pyridin-2-yl]carbonyl}(methyl)amino]propanoate (0.15 g) synthesized in the above-mentioned (2) was dissolved in ethanol (3 mL), 1N aqueous sodium hydroxide solution (1.0 mL) was added to the solution at room temperature, and the mixture was stirred at room temperature for 0.5 hr. Ethanol was evaporated under reduced pressure, and 1N hydrochloric acid (1.0 mL) was added to the residue. The precipitate was washed with... Starting materials: C(C)(C)NC(C)C.[Li] (lithium diisopropylamine), COC(=O)C1CN(CC1)CC1COC2=C(O1)C=CC=C2 (1-(2,3-dihydro-benzo[1,4]dioxin-2-ylmethyl)-pyrrolidine-3-carboxylic acid methyl ester), IC (iodomethane). Solvent: O1CCCC1 (tetrahydrofuran). Run at temperature -78 celsius, time 1 hour. The product is COC(=O)C1(CN(CC1)CC1COC2=C(O1)C=CC=C2)C (1-(2,3-Dihydro-benzo[1,4]dioxin-2-ylmethyl)-3-methyl-pyrrolidine-3-carboxylic acid methyl ester). RXN SMILES: [CH3:1][O:2][C:3]([CH:5]1[CH2:9][CH2:8][N:7]([CH2:10][CH:11]2[O:16][C:15]3[CH:17]=[CH:18][CH:19]=[CH:20][C:14]=3[O:13][CH2:12]2)[CH2:6]1)=[O:4].[CH:21](NC(C)C)(C)C.[Li].IC>O1CCCC1>[CH3:1][O:2][C:3]([C:5]1([CH3:21])[CH2:9][CH2:8][N:7]([CH2:10][CH:11]2[O:16][C:15]3[CH:17]=[CH:18][CH:19]=[CH:20][C:14]=3[O:13][CH2:12]2)[CH2:6]1)=[O:4] |f:1.2,^1:27|. Procedure details: To a solution containing 80 mg (0.29 mmol) of 1-(2,3-dihydro-benzo[1,4]dioxin-2-ylmethyl)-pyrrolidine-3-carboxylic acid methyl ester in dry tetrahydrofuran (4.5 mL) at −78° C. under nitrogen was added 0.3 mL (0.58 mmol) of lithium diisopropylamine (2.0 M solution in heptane/tetrahydrofuran/ethylbenzene). The reaction mixture was stirred at −78° C. for 1 h and subsequently 0.04 mL (0.58 mmol) of iodomethane was added. The reaction mixture was allowed to warm to room temperature and the stirring w... The reactants are CN(C1=CC=C(C=C1)C1=NC2=CC=CC=C2C(=N1)O)C (2-[4-(dimethylamino)phenyl]quinazolin-4-ol), O=P(Cl)(Cl)Cl (POCl3). Run at temperature 140 celsius, time 5 hour. Yields the product ClC1=NC(=NC2=CC=CC=C12)C1=CC=C(N(C)C)C=C1 (4-(4-chloroquinazolin-2-yl)-N,N-dimethylaniline). RXN SMILES: [CH3:1][N:2]([CH3:20])[C:3]1[CH:8]=[CH:7][C:6]([C:9]2[N:18]=[C:17](O)[C:16]3[C:11](=[CH:12][CH:13]=[CH:14][CH:15]=3)[N:10]=2)=[CH:5][CH:4]=1.O=P(Cl)(Cl)[Cl:23]>>[Cl:23][C:17]1[C:16]2[C:11](=[CH:12][CH:13]=[CH:14][CH:15]=2)[N:10]=[C:9]([C:6]2[CH:7]=[CH:8][C:3]([N:2]([CH3:20])[CH3:1])=[CH:4][CH:5]=2)[N:18]=1. Reported procedure: Into a 100-mL round-bottom flask purged and maintained with an inert atmosphere of nitrogen, was placed a solution of 2-[4-(dimethylamino)phenyl]quinazolin-4-ol (2 g, 7.54 mmol, 1.00 equiv) in POCl3 (20 mL). The resulting solution was stirred for 5 h at 140° C. in an oil bath. The resulting mixture was concentrated under vacuum. The residue was dissolved in 50 mL of dichloromethane. The resulting mixture was washed with 2×20 mL of saturation sodium bicarbonate solution and 1×20 mL of brine. The ... Reactants: Intermediate 1, C(=O)(C(F)(F)F)O (TFA), NCCC1=CNC2=CC=CC=C12 (tryptamine), ClC1=CC=C(C=O)C=C1 (4-chlorobenzaldehyde). The product is ClC1=CC=C(C=C1)C1NCCC=2C3=CC=CC=C3NC12 (1-(4-Chlorophenyl)-2,3,4,9-tetrahydro-1H-β-carboline). Isolated yield 49.0%. As a reaction SMILES: [NH2:1][CH2:2][CH2:3][C:4]1[C:12]2[C:7](=[CH:8][CH:9]=[CH:10][CH:11]=2)[NH:6][CH:5]=1.[Cl:13][C:14]1[CH:21]=[CH:20][C:17]([CH:18]=O)=[CH:16][CH:15]=1.C(O)(C(F)(F)F)=O>>[Cl:13][C:14]1[CH:21]=[CH:20][C:17]([CH:18]2[C:5]3[NH:6][C:7]4[C:12](=[CH:11][CH:10]=[CH:9][CH:8]=4)[C:4]=3[CH2:3][CH2:2][NH:1]2)=[CH:16][CH:15]=1. Procedure: This product was prepared using the same procedure as for Intermediate 1 with tryptamine (5.0 g, 30 mmol), 4-chlorobenzaldehyde (4.6 g, 1 equiv.) and TFA (4.6 mL, 2 equiv.) to give the title compound (4.16 g, 49%) as a white powder.